This data is from the Open Reaction Database (ORD), a public repository of structured organic reaction records. The task is: describe an organic reaction: reactants, conditions, products, and yield Starting materials: O=S1CCN(c2nc(Cl)nc3c(SCc4ccccc4)ncnc23)CC1, NCCN1CCOCC1. The product is O=S1CCN(c2nc(NCCN3CCOCC3)nc3c(SCc4ccccc4)ncnc23)CC1. Reaction SMILES: [CH2:1]([c:2]1[cH:3][cH:4][cH:5][cH:6][cH:7]1)[S:8][c:9]1[n:10][cH:11][n:12][c:13]2[c:14]1[n:15][c:16]([Cl:26])[n:17][c:18]2[N:19]1[CH2:20][CH2:21][S:22](=[O:25])[CH2:23][CH2:24]1.[O:27]1[CH2:28][CH2:29][N:30]([CH2:33][CH2:34][NH2:35])[CH2:31][CH2:32]1>>[CH2:1]([c:2]1[cH:3][cH:4][cH:5][cH:6][cH:7]1)[S:8][c:9]1[n:10][cH:11][n:12][c:13]2[c:14]1[n:15][c:16]([NH:35][CH2:34][CH2:33][N:30]1[CH2:29][CH2:28][O:27][CH2:32][CH2:31]1)[n:17][c:18]2[N:19]1[CH2:20][CH2:21][S:22](=[O:25])[CH2:23][CH2:24]1. Reactants: O=C(O)CCCCCNC(=O)OCc1ccccc1, N#Cc1ccc(N)c(N)c1, CN(C)C=O, On1nnc2ccccc21. The product is N#Cc1ccc(N)c(NC(=O)CCCCCNC(=O)OCc2ccccc2)c1. RXN SMILES: [CH2:11]([c:12]1[cH:13][cH:14][cH:15][cH:16][cH:17]1)[O:18][C:19](=[O:20])[NH:21][CH2:22][CH2:23][CH2:24][CH2:25][CH2:26][C:27](=[O:28])[OH:29].[NH2:1][c:2]1[cH:3][c:4]([C:5]#[N:6])[cH:7][cH:8][c:9]1[NH2:10].[O:40]=[CH:41][N:42]([CH3:43])[CH3:44].[OH:30][n:31]1[c:32]2[c:33]([cH:34][cH:35][cH:36][cH:37]2)[n:38][n:39]1>>[NH:1]([c:2]1[cH:3][c:4]([C:5]#[N:6])[cH:7][cH:8][c:9]1[NH2:10])[C:27]([CH2:26][CH2:25][CH2:24][CH2:23][CH2:22][NH:21][C:19]([O:18][CH2:11][c:12]1[cH:13][cH:14][cH:15][cH:16][cH:17]1)=[O:20])=[O:28]. Reactants: N1CCNCCNCC1 (1,4,7-triazacyclononane), C1(=CC=C(C=C1)S(=O)(=O)NCCOS(=O)(=O)C1=CC=C(C=C1)C)C (2-(p-toluenesulfonylamino)-1-(p-toluenesulfonyloxy)ethane). Product: C1(=CC=C(C=C1)S(=O)(=O)OCCN1CCN(CCN(CC1)CCOS(=O)(=O)C1=CC=C(C=C1)C)CCOS(=O)(=O)C1=CC=C(C=C1)C)C (N,N′,N″-Tris(2-p-toluenesulfonyloxyethyl)-1,4,7-triazacyclononane). As a reaction SMILES: [NH:1]1[CH2:9][CH2:8][NH:7][CH2:6][CH2:5][NH:4][CH2:3][CH2:2]1.C1(C)C=CC(S(N[CH2:20][CH2:21][O:22][S:23]([C:26]2[CH:31]=[CH:30][C:29]([CH3:32])=[CH:28][CH:27]=2)(=[O:25])=[O:24])(=O)=O)=CC=1>>[C:29]1([CH3:32])[CH:30]=[CH:31][C:26]([S:23]([O:22][CH2:21][CH2:20][N:1]2[CH2:9][CH2:8][N:7]([CH2:20][CH2:21][O:22][S:23]([C:26]3[CH:31]=[CH:30][C:29]([CH3:32])=[CH:28][CH:27]=3)(=[O:25])=[O:24])[CH2:6][CH2:5][N:4]([CH2:20][CH2:21][O:22][S:23]([C:26]3[CH:27]=[CH:28][C:29]([CH3:32])=[CH:30][CH:31]=3)(=[O:24])=[O:25])[CH2:3][CH2:2]2)(=[O:25])=[O:24])=[CH:27][CH:28]=1. Procedure details: From 1,4,7-triazacyclononane (1.1.3), 2-(p-toluenesulfonylamino)-1-(p-toluenesulfonyloxy)ethane (1.1.16) and base. The reactants are ClC=1C=C(C=CC1Cl)C1=C(C(=CC(=C1)CCC1=CC=C(C=C1)Cl)C=O)O (3′,4′-dichloro-5-(4-chlorophenethyl)-2-hydroxy-[1,1′-biphenyl]-3-carbaldehyde), C(C)(C)(C)N (tert-butylamine). The product is Cl.C(C)(C)(C)NCC1=C(C(=CC(=C1)CCC1=CC=C(C=C1)Cl)C1=CC(=C(C=C1)Cl)Cl)O (3-((tert-Butylamino)methyl)-3′,4′-dichloro-5-(4-chlorophenethyl)-[1,1′-biphenyl]-2-ol hydrochloride). RXN SMILES: [Cl:1][C:2]1[CH:3]=[C:4]([C:9]2[CH:14]=[C:13]([CH2:15][CH2:16][C:17]3[CH:22]=[CH:21][C:20]([Cl:23])=[CH:19][CH:18]=3)[CH:12]=[C:11]([CH:24]=O)[C:10]=2[OH:26])[CH:5]=[CH:6][C:7]=1[Cl:8].[C:27]([NH2:31])([CH3:30])([CH3:29])[CH3:28]>>[ClH:1].[C:27]([NH:31][CH2:24][C:11]1[CH:12]=[C:13]([CH2:15][CH2:16][C:17]2[CH:22]=[CH:21][C:20]([Cl:23])=[CH:19][CH:18]=2)[CH:14]=[C:9]([C:4]2[CH:5]=[CH:6][C:7]([Cl:8])=[C:2]([Cl:1])[CH:3]=2)[C:10]=1[OH:26])([CH3:30])([CH3:29])[CH3:28] |f:2.3|. Reported procedure: 3-((tert-Butylamino)methyl)-3′,4′-dichloro-5-(4-chlorophenethyl)-[1,1′-biphenyl]-2-ol hydrochloride was prepared as a white solid using the procedure described in Example 9 from 3′,4′-dichloro-5-(4-chlorophenethyl)-2-hydroxy-[1,1′-biphenyl]-3-carbaldehyde and tert-butylamine. Starting materials: O (Water), COCCBr (2-bromoethyl methyl ether), C([O-])([O-])=O.[K+].[K+] (potassium carbonate), NC1=C2C(=NC=N1)N(N=C2C2=CC(=C(C=C2)NC(=O)C=2N(C1=CC=CC=C1C2)C)OC)C2CNCC2 (N2-[4-(4-amino-1-tetrahydro-1H-3-pyrrolyl-1H-pyrazolo[3,4-d]pyrimidin-3-yl)-2-methoxyphenyl]-1-methyl-1H-2-indolecarboxamide). Solvent: CN(C=O)C (dimethylformamide). Run at temperature 65 celsius, time 18 hour. Yields the product NC1=C2C(=NC=N1)N(N=C2C2=CC(=C(C=C2)NC(=O)C=2N(C1=CC=CC=C1C2)C)OC)C2CN(CC2)CCOC (N2-(4-{4-amino-1-[1-(2-methoxyethyl)tetrahydro-1H-3-pyrrolyl]-1H-pyrazolo[3,4-d]pyrimidin-3-yl}-2-methoxyphenyl)-1-methyl-1H-2-indolecarboxamide). The yield is 29.3%. Reaction SMILES: [NH2:1][C:2]1[N:7]=[CH:6][N:5]=[C:4]2[N:8]([CH:32]3[CH2:36][CH2:35][NH:34][CH2:33]3)[N:9]=[C:10]([C:11]3[CH:16]=[CH:15][C:14]([NH:17][C:18]([C:20]4[N:21]([CH3:29])[C:22]5[C:27]([CH:28]=4)=[CH:26][CH:25]=[CH:24][CH:23]=5)=[O:19])=[C:13]([O:30][CH3:31])[CH:12]=3)[C:3]=12.[CH3:37][O:38][CH2:39][CH2:40]Br.C(=O)([O-])[O-].[K+].[K+].O>CN(C)C=O>[NH2:1][C:2]1[N:7]=[CH:6][N:5]=[C:4]2[N:8]([CH:32]3[CH2:36][CH2:35][N:34]([CH2:40][CH2:39][O:38][CH3:37])[CH2:33]3)[N:9]=[C:10]([C:11]3[CH:16]=[CH:15][C:14]([NH:17][C:18]([C:20]4[N:21]([CH3:29])[C:22]5[C:27]([CH:28]=4)=[CH:26][CH:25]=[CH:24][CH:23]=5)=[O:19])=[C:13]([O:30][CH3:31])[CH:12]=3)[C:3]=12 |f:2.3.4|. Procedure details: A suspension of N2-[4-(4-amino-1-tetrahydro-1H-3-pyrrolyl-1H-pyrazolo[3,4-d]pyrimidin-3-yl)-2-methoxyphenyl]-1-methyl-1H-2-indolecarboxamide (0.250 g, 0.518 mmol) in dimethylformamide (5 mL) was treated with 2-bromoethyl methyl ether (0.079 g, 0.569 mmol) and potassium carbonate (0.143 g, 1.04 mmol). The reaction mixture was stirred at 65° C. for 18 h under a nitrogen atmosphere. Water (25 mL) was added to the reaction mixture. The precipitate formed was filtered and dried on the lyophilizer. Th... Starting materials: COC1=CC=CC=C(C1=O)C2=CN=CN=C2 (SP11), COC1=CC=CC=C(C1=O)C2=CN=CN=C2.CC(=O)OC1=CC(=C(C(=O)C(=C1)OC(=O)C)OC(=O)C)OC(=O)C.COC1=CC=CC=C(C1=O)C2=CN=CN=C2 (SP11 SP12 SP11). The product is CC(=O)OC1=CC(=C(C(=O)C(=C1)OC(=O)C)OC(=O)C)OC(=O)C (SP12). RXN SMILES: COC1C(=O)C(C2C=NC=NC=2)=CC=CC=1.COC1C(=O)C(C2C=NC=NC=2)=CC=CC=1.[CH3:33][C:34]([O:36][C:37]1[CH:44]=[C:43]([O:45][C:46]([CH3:48])=[O:47])[C:41](=[O:42])[C:40]([O:49][C:50]([CH3:52])=[O:51])=[C:39]([O:53][C:54]([CH3:56])=[O:55])[CH:38]=1)=[O:35].COC1C(=O)C(C2C=NC=NC=2)=CC=CC=1>>[CH3:33][C:34]([O:36][C:37]1[CH:44]=[C:43]([O:45][C:46]([CH3:48])=[O:47])[C:41](=[O:42])[C:40]([O:49][C:50]([CH3:52])=[O:51])=[C:39]([O:53][C:54]([CH3:56])=[O:55])[CH:38]=1)=[O:35] |f:1.2.3|. Procedure details: If a negative result is obtained in this step SP12, the dialog control part 63 returns to step SP11, and then, it repeats the loop of steps SP11-SP12-SP11 until an affirmative result is obtained in this step SP12.